This data is from the Open Reaction Database (ORD), a public repository of structured organic reaction records. The task is: describe an organic reaction: reactants, conditions, products, and yield The reactants are ClC=1C(=C(C=CC1)CN1C(=NC(C2=C1N=C(S2)N2CCOCC2)=O)SCC(=O)OC(C)(C)C)C (1,1-dimethylethyl {[4-[(3-chloro-2-methylphenyl)methyl]-2-(4-morpholinyl)-7-oxo-4,7-dihydro[1,3]thiazolo[4,5-d]pyrimidin-5-yl]thio}acetate), C(=O)(C(F)(F)F)O (TFA). The solvent is ClCCl (Dichloromethane). Run at time 5 hour. Product: ClC=1C(=C(C=CC1)CN1C(=NC(C2=C1N=C(S2)N2CCOCC2)=O)SCC(=O)O)C ({[4-[(3-chloro-2-methylphenyl)methyl]-2-(4-morpholinyl)-7-oxo-4,7-dihydro[1,3]thiazolo[4,5-d]pyrimidin-5-yl]thio}acetic acid). As a reaction SMILES: [Cl:1][C:2]1[C:3]([CH3:34])=[C:4]([CH2:8][N:9]2[C:14]3[N:15]=[C:16]([N:18]4[CH2:23][CH2:22][O:21][CH2:20][CH2:19]4)[S:17][C:13]=3[C:12](=[O:24])[N:11]=[C:10]2[S:25][CH2:26][C:27]([O:29]C(C)(C)C)=[O:28])[CH:5]=[CH:6][CH:7]=1.C(O)(C(F)(F)F)=O>ClCCl>[Cl:1][C:2]1[C:3]([CH3:34])=[C:4]([CH2:8][N:9]2[C:14]3[N:15]=[C:16]([N:18]4[CH2:19][CH2:20][O:21][CH2:22][CH2:23]4)[S:17][C:13]=3[C:12](=[O:24])[N:11]=[C:10]2[S:25][CH2:26][C:27]([OH:29])=[O:28])[CH:5]=[CH:6][CH:7]=1. Procedure: To a solution of 1,1-dimethylethyl {[4-[(3-chloro-2-methylphenyl)methyl]-2-(4-morpholinyl)-7-oxo-4,7-dihydro[1,3]thiazolo[4,5-d]pyrimidin-5-yl]thio}acetate (182 mg, 0.348 mmol) in Dichloromethane (DCM) (2 mL) in a 20 mL Scintillation vial stirred at rt was added TFA (2 mL, 26.0 mmol). After sitting at rt for 5 hr LC/MS analysis indicated complete conversion to the acid. The DCM/TFA was removed in vacuo and the resulting residue was taken up in DCM. Attempts to extract the desired product into 1 ...